Dataset: the Open Reaction Database (ORD), a public repository of structured organic reaction records. Task: describe an organic reaction: reactants, conditions, products, and yield The reactants are N1C=NC=C1 (imidazole), [H-].[Na+] (sodium hydride), C(O)([O-])=O.[Na+] (sodium hydrogen carbonate), resultant mixture, C(C)OC(=O)N1CCN(CC1)CCCOS(=O)(=O)C (1-ethoxycarbonyl-4-(3-mesyloxypropyl)piperazine). Solvent: CN(C=O)C (N,N-dimethylformamide), C(C)(=O)OCC (ethyl acetate). Conditions: time 5 minute. Yields the product N1(C=NC=C1)CCCN1CCNCC1 (1-[3-(1-imidazolyl)propyl]piperazine). Isolated yield 71.6%. Reaction SMILES: [NH:1]1[CH:5]=[CH:4][N:3]=[CH:2]1.[H-].[Na+].C(OC([N:13]1[CH2:18][CH2:17][N:16]([CH2:19][CH2:20][CH2:21]OS(C)(=O)=O)[CH2:15][CH2:14]1)=O)C.C(=O)([O-])O.[Na+]>C(OCC)(=O)C.CN(C)C=O>[N:1]1([CH2:21][CH2:20][CH2:19][N:16]2[CH2:17][CH2:18][NH:13][CH2:14][CH2:15]2)[CH:5]=[CH:4][N:3]=[CH:2]1 |f:1.2,4.5|. Procedure: To a solution of imidazole 0.68 g and N,N-dimethylformamide 20 ml was added 60% sodium hydride 0.60 g under ice-cooling, followed by stirring at room temperature for 5 minutes. To the resultant mixture was added 1-ethoxycarbonyl-4-(3-mesyloxypropyl)piperazine 3.68 g and the mixture was stirred at room temperature overnight. To the reaction mixture were added saturated solution of sodium hydrogen carbonate 50 ml and ethyl acetate 200 ml and the organic layer was taken using a separating funnel, d... The reactants are CC(C)(C)CN, CS(C)=O, CONC(=O)c1ccc(C)c(Nc2nc(Cl)c(C#N)cc2F)c1, [F-], [K+]. The product is CONC(=O)c1ccc(C)c(Nc2nc(NCC(C)(C)C)c(C#N)cc2F)c1. As a reaction SMILES: [CH2:24]([C:25]([CH3:26])([CH3:27])[CH3:28])[NH2:29].[CH3:32][S:33]([CH3:34])=[O:35].[Cl:1][c:2]1[c:3]([C:22]#[N:23])[cH:4][c:5]([F:21])[c:6]([NH:8][c:9]2[cH:10][c:11]([C:12](=[O:13])[NH:14][O:15][CH3:16])[cH:17][cH:18][c:19]2[CH3:20])[n:7]1.[F-:30].[K+:31]>>[c:2]1([NH:29][CH2:24][C:25]([CH3:26])([CH3:27])[CH3:28])[c:3]([C:22]#[N:23])[cH:4][c:5]([F:21])[c:6]([NH:8][c:9]2[cH:10][c:11]([C:12](=[O:13])[NH:14][O:15][CH3:16])[cH:17][cH:18][c:19]2[CH3:20])[n:7]1.